From a dataset of the Open Reaction Database (ORD), a public repository of structured organic reaction records. describe an organic reaction: reactants, conditions, products, and yield Starting materials: COc1ccc(Cl)cc1S(=O)(=O)N1CCOc2ncc(C(=O)Nc3ccc(C(=O)OC(C)(C)C)cc3)cc21, Cl. The product is COc1ccc(Cl)cc1S(=O)(=O)N1CCOc2ncc(C(=O)Nc3ccc(C(=O)O)cc3)cc21. As a reaction SMILES: [C:1]([CH3:2])([CH3:3])([CH3:4])[O:5][C:6]([c:7]1[cH:8][cH:9][c:10]([NH:13][C:14](=[O:15])[c:16]2[cH:17][n:18][c:19]3[c:24]([cH:25]2)[N:23]([S:26](=[O:27])(=[O:28])[c:29]2[c:30]([O:36][CH3:37])[cH:31][cH:32][c:33]([Cl:35])[cH:34]2)[CH2:22][CH2:21][O:20]3)[cH:11][cH:12]1)=[O:38].[ClH:39]>>[O:5]=[C:6]([c:7]1[cH:8][cH:9][c:10]([NH:13][C:14](=[O:15])[c:16]2[cH:17][n:18][c:19]3[c:24]([cH:25]2)[N:23]([S:26](=[O:27])(=[O:28])[c:29]2[c:30]([O:36][CH3:37])[cH:31][cH:32][c:33]([Cl:35])[cH:34]2)[CH2:22][CH2:21][O:20]3)[cH:11][cH:12]1)[OH:38]. The reactants are C([C@@H]1[C@@H]([C@@H]([C@H]([C@@H](O1)O[C@@H]2[C@H](O[C@@]([C@H]2O)(CO)O)CO)O)O)O)O.O (lactulose), C([C@@H]1[C@@H]([C@@H]([C@H]([C@@H](O1)O[C@@H]2[C@H](O[C@@]([C@H]2O)(CO)O)CO)O)O)O)O.O (lactulose), monosaccharides, O=C[C@H](O)[C@@H](O)[C@@H](O)[C@H](O)CO (galactose). Reaction conditions: time 123 minute. Yields the product C([C@@H]1[C@@H]([C@@H]([C@H]([C@@H](O1)O[C@@H]2[C@H](O[C@@]([C@H]2O)(CO)O)CO)O)O)O)O (lactulose syrup). Yield: 50.4%. RXN SMILES: [CH2:1]([OH:23])[C@H:2]1[O:7][C@@H:6]([O:8][C@H:9]2[C@H:13]([OH:14])[C@@:12]([OH:17])([CH2:15][OH:16])[O:11][C@@H:10]2[CH2:18][OH:19])[C@H:5]([OH:20])[C@@H:4]([OH:21])[C@H:3]1[OH:22].O.O=C[C@@H]([C@H]([C@H]([C@@H](CO)O)O)O)O>>[CH2:1]([OH:23])[C@H:2]1[O:7][C@@H:6]([O:8][C@H:9]2[C@H:13]([OH:14])[C@@:12]([OH:17])([CH2:15][OH:16])[O:11][C@@H:10]2[CH2:18][OH:19])[C@H:5]([OH:20])[C@@H:4]([OH:21])[C@H:3]1[OH:22] |f:0.1|. Procedure: A lactulose syrup was prepared in a manner similar to Example 1 except that the chromatography was practiced using XT-1007 (product of Tokyo Organic Chemical Industry Co., Ltd.) (crosslinking degree: 0.6%) as an ion-exchange resin. The peak of lactulose-containing fractions occurred about 123 minutes after the initiation of charging, while the peak of fractions containing monosaccharides such as galactose appeared about 167 minutes after the initiation of charging. The lactulose-containing fract... The reactants are CC1(NC(CCC1)(C)C)C (2,2,6,6-tetramethylpiperidine), C(CCC)[Li] (n-butyllithium), C(=O)=O (dry ice), Cl (hydrochloric acid), ClC1=NC(=CN=C1)Cl (2,6-dichloropyrazine). Run in C1CCOC1 (THF), C1CCOC1 (THF). Conditions: time 30 minute. Yields the product ClC=1C(=NC=C(N1)Cl)C(=O)O (3,5-dichloropyrazine-2-carboxylic acid). RXN SMILES: CC1(C)CCCC(C)(C)N1.C([Li])CCC.[Cl:16][C:17]1[CH:22]=[N:21][CH:20]=[C:19]([Cl:23])[N:18]=1.[C:24](=[O:26])=[O:25].Cl>C1COCC1>[Cl:16][C:17]1[C:22]([C:24]([OH:26])=[O:25])=[N:21][CH:20]=[C:19]([Cl:23])[N:18]=1. Procedure details: To a THF solution of 2,2,6,6-tetramethylpiperidine was added n-butyllithium under ice cooling and was further added a THF solution of 2,6-dichloropyrazine at −78° C. After 30 minutes of stirring, dry ice was added to the reaction mixture and, after 30 minutes of stirring, 1 M hydrochloric acid was added thereto. Thereafter, purification in the usual way afforded 3,5-dichloropyrazine-2-carboxylic acid (pale yellow solid). FAB-MS: 191 (M−H)−. The reactants are [N+](=O)([O-])C1=CC=C(N)C=C1 (4-Nitroaniline), Cl (hydrochloric acid), N(=O)[O-].[Na+] (sodium nitrite). Run in O (water). Reaction conditions: time 15 minute. The product is [Cl-].[N+](=O)([O-])C1=CC=C(C=C1)[N+]#N (4-nitrobenzenediazonium chloride). RXN SMILES: [N+:1]([C:4]1[CH:10]=[CH:9][C:7]([NH2:8])=[CH:6][CH:5]=1)([O-:3])=[O:2].[N:11]([O-])=O.[Na+].[ClH:15]>O>[Cl-:15].[N+:1]([C:4]1[CH:10]=[CH:9][C:7]([N+:8]#[N:11])=[CH:6][CH:5]=1)([O-:3])=[O:2] |f:1.2,5.6|. Procedure: 4-Nitroaniline (0.14 g) was dissolved in 2N-hydrochloric acid (3 mL) under heating and the solution was ice-cooled. To this solution was added a solution of sodium nitrite (72 mg) in water (0.5 mL) dropwise, and the mixture was stirred for 15 minutes. The aqueous solution of 4-nitrobenzenediazonium chloride thus obtained was added to a solution of (S)-1-[(2,3-dihydro-2,4,6,7-tetramethylbenzofuran-2yl)methyl]-N-(diphenylmethyl)-4-piperidinamine (0.43 g) in acetic acid (3 mL) under cooling and the... Yields the product [Br-].C(C1=CC=CC=C1)[N+]1=C(C=CC=C1)C=CC1=CC=C(C=C1)N(CC)CC (1-benzyl-2-[4-(diethylamino)styryl]pyridinium bromide). Yield: 44.4%. Starting materials: N1=C(C=CC=C1)C (2-Picoline), C(C1=CC=CC=C1)Br (benzyl bromide), crude oil, C(C)N(C1=CC=C(C=O)C=C1)CC (4-diethylaminobenzaldehyde), N1CCCCC1 (piperidine). Run in C(C)(C)O (isopropanol), CO (methanol). Conditions: temperature 100 celsius. Reaction SMILES: [N:1]1[CH:6]=[CH:5][CH:4]=[CH:3][C:2]=1[CH3:7].[CH2:8]([Br:15])[C:9]1[CH:14]=[CH:13][CH:12]=[CH:11][CH:10]=1.[CH2:16]([N:18]([CH2:27][CH3:28])[C:19]1[CH:26]=[CH:25][C:22]([CH:23]=O)=[CH:21][CH:20]=1)[CH3:17].N1CCCCC1>C(O)(C)C.CO>[Br-:15].[CH2:8]([N+:1]1[CH:6]=[CH:5][CH:4]=[CH:3][C:2]=1[CH:7]=[CH:23][C:22]1[CH:25]=[CH:26][C:19]([N:18]([CH2:16][CH3:17])[CH2:27][CH3:28])=[CH:20][CH:21]=1)[C:9]1[CH:14]=[CH:13][CH:12]=[CH:11][CH:10]=1 |f:6.7|. Procedure: 2-Picoline (9.3 g, 0.1 mole) and benzyl bromide (17.1 g, 0.1 mole) were refluxed in isopropanol (50 ml) overnight. The solvent was evaporated giving an oil which was heated at 100° C. for six hours. The resulting crude oil (8.5 g, 0.032 mole) and 4-diethylaminobenzaldehyde (6.0 g, 0.033 mole) were refluxed in methanol (40 ml) in the presence of piperidine (0.2 ml) under nitrogen for three hours. On cooling dark-coloured crystals were obtained which were collected to give 1-benzyl-2-[4-(diethylam... Reactants: [Cl-].[Na+] (sodium chloride), [H-].[Na+] (sodium hydride), C(C)(=O)C=1N=C(NC1C#N)CCCC (4-acetyl-2-butylimidazole-5-carbonitrile), BrCC1=CC=C(C=C1)C=1C(=CC=CC1)C(=O)OC(C)(C)C (t-butyl 4'-(bromomethyl)biphenyl-2-carboxylate). The solvent is CN(C(C)=O)C (N,N-dimethylacetamide). Conditions: time 20 minute. Yields the product C(C)(=O)C=1N=C(N(C1C#N)CC1=CC=C(C=C1)C1=C(C=CC=C1)C(=O)OC(C)(C)C)CCCC (4-Acetyl-1-[(2'-t-butoxycarbonylbiphenyl-4-yl)methyl]-2-butylimidazole-5-carbonitrile). Yield: 56.5%. RXN SMILES: [H-].[Na+].[C:3]([C:6]1[N:7]=[C:8]([CH2:13][CH2:14][CH2:15][CH3:16])[NH:9][C:10]=1[C:11]#[N:12])(=[O:5])[CH3:4].Br[CH2:18][C:19]1[CH:24]=[CH:23][C:22]([C:25]2[C:26]([C:31]([O:33][C:34]([CH3:37])([CH3:36])[CH3:35])=[O:32])=[CH:27][CH:28]=[CH:29][CH:30]=2)=[CH:21][CH:20]=1.[Cl-].[Na+]>CN(C)C(=O)C>[C:3]([C:6]1[N:7]=[C:8]([CH2:13][CH2:14][CH2:15][CH3:16])[N:9]([CH2:18][C:19]2[CH:24]=[CH:23][C:22]([C:25]3[CH:30]=[CH:29][CH:28]=[CH:27][C:26]=3[C:31]([O:33][C:34]([CH3:37])([CH3:36])[CH3:35])=[O:32])=[CH:21][CH:20]=2)[C:10]=1[C:11]#[N:12])(=[O:5])[CH3:4] |f:0.1,4.5|. Procedure details: 0.192 g of sodium hydride (as a 55% w/w dispersion in mineral oil) was added to a solution of 0.843 g of 4-acetyl-2-butylimidazole-5-carbonitrile [prepared as described in Preparation 24(i)] in 17 ml of N,N-dimethylacetamide, and the resulting mixture was stirred at room temperature for 20 minutes. 1.68 g of t-butyl 4'-(bromomethyl)biphenyl-2-carboxylate was then added, and the resulting mixture was stirred at 55° C. for 2.5 hours. At the end of this time, an aqueous solution of sodium chloride ...